This data is from the Open Reaction Database (ORD), a public repository of structured organic reaction records. The task is: describe an organic reaction: reactants, conditions, products, and yield The reactants are OCC1=C(N(C(=C1CO)C1=CC=CC=C1)C)C1=CC=NC=C1 (3,4-bis(Hydroxymethyl)-1-methyl-5-phenyl-2-(4-pyridinyl)pyrrole), CC(C)N=C=O (2-propylisocyanate). The reagents and catalysts are C(C)(=O)[O-].C(C)(=O)[O-].C(CCC)[Sn+2]CCCC (dibutyltin diacetate). The solvent is ClCCl (dichloromethane). Conditions: time 15 hour. Product: CC(C)NC(O)=O.CC(C)NC(O)=O.N1=CC=C(C=C1)C=1N2CCCC2=C(C1CO)CO (2,3-Dihydro-5-(4-pyridinyl)-6,7-bis(hydroxymethyl)-1H-pyrrolizine Bis[N-(2-propyl)carbamate]). The yield is 80.9%. Reaction SMILES: [OH:1][CH2:2][C:3]1[C:7]([CH2:8][OH:9])=[C:6]([C:10]2C=CC=C[CH:11]=2)[N:5]([CH3:16])[C:4]=1[C:17]1[CH:22]=[CH:21][N:20]=[CH:19][CH:18]=1.[CH3:23][CH:24]([N:26]=[C:27]=[O:28])[CH3:25]>C([O-])(=O)C.C([O-])(=O)C.C([Sn+2]CCCC)CCC.ClCCl>[CH3:23][CH:24]([NH:26][C:27](=[O:1])[OH:28])[CH3:25].[CH3:23][CH:24]([NH:26][C:27](=[O:1])[OH:28])[CH3:25].[N:20]1[CH:21]=[CH:22][C:17]([C:4]2[N:5]3[C:6](=[C:7]([CH2:8][OH:9])[C:3]=2[CH2:2][OH:1])[CH2:10][CH2:11][CH2:16]3)=[CH:18][CH:19]=1 |f:2.3.4,6.7.8|. Procedure details: A mixture of the titled diol compound of Example VIII (1.6 g), 2-propylisocyanate (1.23 g) and dibutyltin diacetate (2 drops) in anhydrous dichloromethane (50 mL) was stirred at room temperature under an argon atmosphere for 15 hours. The mixture was concentrated in vacuo and the residue was subjected to flash chromatography to give the titled carbamate compound as an amorphous white powder (0.66 g) having a melting point of 160°-162° C. Reactants: CC1=C(NC(=C1)C)C(=O)OCC (ethyl 3,5-dimethyl-2-pyrrolecarboxylate), CO (MeOH), [OH-].[Na+] (NaOH). Run in C1CCOC1 (THF). Reaction conditions: temperature 75 celsius, time 8 hour. Product: CC1=C(NC(=C1)C)C(=O)O (3,5 Dimethyl-1-H-pyrrole-2-carboxylic acid). The yield is 89.8%. Reaction SMILES: [CH3:1][C:2]1[CH:6]=[C:5]([CH3:7])[NH:4][C:3]=1[C:8]([O:10]CC)=[O:9].CO.[OH-].[Na+]>C1COCC1>[CH3:1][C:2]1[CH:6]=[C:5]([CH3:7])[NH:4][C:3]=1[C:8]([OH:10])=[O:9] |f:2.3|. Procedure: To a solution of ethyl 3,5-dimethyl-2-pyrrolecarboxylate (Aldrich) (504 mg, 3 mmol) in THF/H20/MeOH (5:1:1, 30 ml) was added NaOH (480 mg, 12 mmol) in H20 (12 ml). The mixture was stirred at 75° C. overnight. The homogeneous mixture was washed with ether. To the aqueous layer was added a saturated aqueous KHSO4 solution until the pH was about 3. The solution was then extracted with dichloromethane. The extracts were dried over MgSO4 and evaporated. The residue was purified on silica (ethylacetat... The reactants are C1=CC=CC=2NC3=C(NC(C21)=O)C=CC=C3 (5,10-dihydro-11H-dibenzo[b,e][1,4]diazepin-11-one), CC1=NC=CC(=C1)C(=O)N1C2=C(NC(C3=C1C=CC=C3)=O)C=CC=C2 (5,10-dihydro-5-[(2-methyl-4-pyridinyl)carbonyl]-11H-dibenzo[b,e][1,4]-diazepin-11-one), Cl.CC=1C=C(C(=O)Cl)C=CN1 (2-methylisonicotinic acid chloride hydrochloride), CC1=NC=CC(=C1)C(=O)N1C2=C(NC(C3=C1C=CC=C3)=O)C=CC=C2 (5,10-dihydro-5-[(2-methyl-4-pyridinyl)carbonyl]-11H-dibenzo[b,e][1,4]diazepin-11-one). Product: CN1CC=C(CC1C)C(=O)N1C2=C(NC(C3=C1C=CC=C3)=O)C=CC=C2 (5,10-dihydro-5-[(1,6-dimethyl-1,2,5,6-tetrahydro-4-pyridinyl)-carbonyl]-11H-dibenzo[b,e][1,4]diazepin-11-one). As a reaction SMILES: [CH:1]1C2C(=O)NC3C=CC=CC=3NC=2C=CC=1.Cl.CC1C=C(C=CN=1)C(Cl)=O.[CH3:28][C:29]1[CH:34]=[C:33]([C:35]([N:37]2[C:43]3[CH:44]=[CH:45][CH:46]=[CH:47][C:42]=3[C:41](=[O:48])[NH:40][C:39]3[CH:49]=[CH:50][CH:51]=[CH:52][C:38]2=3)=[O:36])[CH:32]=[CH:31][N:30]=1>>[CH3:1][N:30]1[CH:29]([CH3:28])[CH2:34][C:33]([C:35]([N:37]2[C:43]3[CH:44]=[CH:45][CH:46]=[CH:47][C:42]=3[C:41](=[O:48])[NH:40][C:39]3[CH:49]=[CH:50][CH:51]=[CH:52][C:38]2=3)=[O:36])=[CH:32][CH2:31]1 |f:1.2|. Procedure details: From 5,10-dihydro-11H-dibenzo[b,e][1,4]diazepin-11-one and 2-methylisonicotinic acid chloride hydrochloride via 5,10-dihydro-5-[(2-methyl-4-pyridinyl)carbonyl]-11H-dibenzo[b,e][1,4]diazepin-11-one and 5,10-dihydro-5-[(2-methyl-4-pyridinyl)carbonyl]-11H-dibenzo[b,e][1,4]-diazepin-11-one methoiodide. Starting materials: C(C)OC1=NNC=C1CCC(=O)OCC (ethyl 3-(3-ethoxy-1H-pyrazol-4-yl]propionate), ClCC1=C(OCC=2N=C(OC2C)C2=CC=CC=C2)C=CC=C1 (4-(2-chloromethylphenoxymethyl)-5-methyl-2-phenyloxazole), CN(C=O)C (N,N-dimethylformamide), [H-].[Na+] (sodium hydride). Procedure: To a mixture of ethyl 3-(3-ethoxy-1H-pyrazol-4-yl]propionate (509 mg), 4-(2-chloromethylphenoxymethyl)-5-methyl-2-phenyloxazole (753 mg), and N,N-dimethylformamide (10 ml), sodium hydride (60%, oily, 96.0 mg) was added at 0° C., and then the mixture was stirred at room temperature for 30 minutes. The reaction mixture was poured into water, which was extracted with ethyl acetate. The ethyl acetate layer was washed with water, then, with saturated aqueous sodium chloride solution, and dried (MgSO4... Run in O (water). Yields the product C(C)OC1=NN(C=C1CCC(=O)OCC)CC1=C(C=CC=C1)OCC=1N=C(OC1C)C1=CC=CC=C1 (ethyl 3-[3-ethoxy-1-[2-(5-methyl-2-phenyl-4-oxazolylmethoxy)benzyl]-1H-pyrazol-4-yl]propionate). Run at time 30 minute. RXN SMILES: [CH2:1]([O:3][C:4]1[C:8]([CH2:9][CH2:10][C:11]([O:13][CH2:14][CH3:15])=[O:12])=[CH:7][NH:6][N:5]=1)[CH3:2].Cl[CH2:17][C:18]1[CH:37]=[CH:36][CH:35]=[CH:34][C:19]=1[O:20][CH2:21][C:22]1[N:23]=[C:24]([C:28]2[CH:33]=[CH:32][CH:31]=[CH:30][CH:29]=2)[O:25][C:26]=1[CH3:27].CN(C)C=O.[H-].[Na+]>O>[CH2:1]([O:3][C:4]1[C:8]([CH2:9][CH2:10][C:11]([O:13][CH2:14][CH3:15])=[O:12])=[CH:7][N:6]([CH2:17][C:18]2[CH:37]=[CH:36][CH:35]=[CH:34][C:19]=2[O:20][CH2:21][C:22]2[N:23]=[C:24]([C:28]3[CH:33]=[CH:32][CH:31]=[CH:30][CH:29]=3)[O:25][C:26]=2[CH3:27])[N:5]=1)[CH3:2] |f:3.4|. Isolated yield 92.8%. Starting materials: OC1=C(C(=CC2=C1[C@@]1(C(C3=CC=4C(C(=CC(C4C(=C3C([C@@]1([C@@H](C2)O)OC)=O)O)=O)NC2O[C@H]([C@@H]([C@H]([C@H]2OC)O)OC)C)=O)=O)O)C)C(=O)O ((6R,6aS,14aR)-1,6,8,14a-tetrahydroxy-11-((3R,4R,5R,6S)-4-hydroxy-3,5-dimethoxy-6-methyltetrahydro-2H-pyran-2-ylamino)-6a-methoxy-3-methyl-7,9,12,14-tetraoxo-5,6,6a,7,9,12,14,14a-octahydrobenzo[a]tetracene-2-carboxylic acid), C(C1=CC=CC=C1)N (benzyl amine), polystyrene carbodiimide, O.ON1N=NC2=C1C=CC=C2 (1-hydroxybenzotriazole hydrate). Solvent: C1CCOC1 (THF). Reaction conditions: time 12 hour. Yields the product C(C1=CC=CC=C1)NC(=O)C=1C(=CC2=C([C@@]3(C(C4=CC=5C(C(=CC(C5C(=C4C([C@@]3([C@@H](C2)O)OC)=O)O)=O)NC2O[C@H]([C@@H]([C@H]([C@H]2OC)O)OC)C)=O)=O)O)C1O)C ((6R,6aS,14aR)—N-benzyl-1,6,8,14a-tetrahydroxy-11-((3R,4R,5R,6S)-4-hydroxy-3,5-dimethoxy-6-methyltetrahydro-2H-pyran-2-ylamino)-6a-methoxy-3-methyl-7,9,12,14-tetraoxo-5,6,6a,7,9,12,14,14a-octahydrobenzo[a]tetracene-2-carboxamide). Yield: 33.7%. RXN SMILES: [OH:1][C:2]1[C:7]2[C@@:8]3([OH:45])[C@@:21]([O:25][CH3:26])([C@H:22]([OH:24])[CH2:23][C:6]=2[CH:5]=[C:4]([CH3:46])[C:3]=1[C:47](O)=[O:48])[C:20](=[O:27])[C:19]1[C:10](=[CH:11][C:12]2[C:13](=[O:43])[C:14]([NH:30][CH:31]4[C@H:36]([O:37][CH3:38])[C@H:35]([OH:39])[C@@H:34]([O:40][CH3:41])[C@H:33]([CH3:42])[O:32]4)=[CH:15][C:16](=[O:29])[C:17]=2[C:18]=1[OH:28])[C:9]3=[O:44].[CH2:50]([NH2:57])[C:51]1[CH:56]=[CH:55][CH:54]=[CH:53][CH:52]=1.O.ON1C2C=CC=CC=2N=N1>C1COCC1>[CH2:50]([NH:57][C:47]([C:3]1[C:4]([CH3:46])=[CH:5][C:6]2[CH2:23][C@@H:22]([OH:24])[C@:21]3([O:25][CH3:26])[C@@:8]([OH:45])([C:9](=[O:44])[C:10]4[C:19]([C:20]3=[O:27])=[C:18]([OH:28])[C:17]3[C:16](=[O:29])[CH:15]=[C:14]([NH:30][CH:31]5[C@H:36]([O:37][CH3:38])[C@H:35]([OH:39])[C@@H:34]([O:40][CH3:41])[C@H:33]([CH3:42])[O:32]5)[C:13](=[O:43])[C:12]=3[CH:11]=4)[C:7]=2[C:2]=1[OH:1])=[O:48])[C:51]1[CH:56]=[CH:55][CH:54]=[CH:53][CH:52]=1 |f:2.3|. Reported procedure: To a solution of (6R,6aS,14aR)-1,6,8,14a-tetrahydroxy-11-((3R,4R,5R,6S)-4-hydroxy-3,5-dimethoxy-6-methyltetrahydro-2H-pyran-2-ylamino)-6a-methoxy-3-methyl-7,9,12,14-tetraoxo-5,6,6a,7,9,12,14,14a-octahydrobenzo[a]tetracene-2-carboxylic acid (50 mg, 0.073 mmol) in THF (5 mL) was added benzyl amine (15 μL, 0.15 mmol), polystyrene carbodiimide (130 mg, 0.147 mmol, 1.12 mmol/g), and 1-hydroxybenzotriazole hydrate (20 mg, 0.15 mmol). The reaction mixture was stirred at room temperature under nitrogen ...